This data is from the Open Reaction Database (ORD), a public repository of structured organic reaction records. The task is: describe an organic reaction: reactants, conditions, products, and yield Reactants: COC(=O)CCCc1ccccc1OCCOC1CNCCC1c1ccc(OCCCOCc2ccccc2OC)cc1, [Na+], C1COCCO1, [OH-], O. Product: COc1ccccc1COCCCOc1ccc(C2CCNCC2OCCOc2ccccc2CCCC(=O)O)cc1. As a reaction SMILES: [CH3:1][O:2][c:3]1[c:4]([CH2:5][O:6][CH2:7][CH2:8][CH2:9][O:10][c:11]2[cH:12][cH:13][c:14]([CH:17]3[CH:18]([O:23][CH2:24][CH2:25][O:26][c:27]4[c:28]([CH2:33][CH2:34][CH2:35][C:36](=[O:37])[O:38][CH3:39])[cH:29][cH:30][cH:31][cH:32]4)[CH2:19][NH:20][CH2:21][CH2:22]3)[cH:15][cH:16]2)[cH:40][cH:41][cH:42][cH:43]1.[Na+:51].[O:44]1[CH2:45][CH2:46][O:47][CH2:48][CH2:49]1.[OH-:50].[OH2:52]>>[CH3:1][O:2][c:3]1[c:4]([CH2:5][O:6][CH2:7][CH2:8][CH2:9][O:10][c:11]2[cH:12][cH:13][c:14]([CH:17]3[CH:18]([O:23][CH2:24][CH2:25][O:26][c:27]4[c:28]([CH2:33][CH2:34][CH2:35][C:36](=[O:37])[OH:38])[cH:29][cH:30][cH:31][cH:32]4)[CH2:19][NH:20][CH2:21][CH2:22]3)[cH:15][cH:16]2)[cH:40][cH:41][cH:42][cH:43]1. Reactants: CS(=O)(=O)Cl, Nc1cc(Cn2c(=O)oc(=O)c3ccccc32)ccn1, c1ccncc1. Product: CS(=O)(=O)Nc1cc(Cn2c(=O)oc(=O)c3ccccc32)ccn1. Reaction SMILES: [CH3:21][S:22]([Cl:23])(=[O:24])=[O:25].[NH2:1][c:2]1[n:3][cH:4][cH:5][c:6]([CH2:8][n:9]2[c:10](=[O:20])[o:11][c:12](=[O:19])[c:13]3[c:14]2[cH:15][cH:16][cH:17][cH:18]3)[cH:7]1.[cH:26]1[cH:27][cH:28][n:29][cH:30][cH:31]1>>[NH:1]([c:2]1[n:3][cH:4][cH:5][c:6]([CH2:8][n:9]2[c:10](=[O:20])[o:11][c:12](=[O:19])[c:13]3[c:14]2[cH:15][cH:16][cH:17][cH:18]3)[cH:7]1)[S:22]([CH3:21])(=[O:24])=[O:25]. Reactants: CC(C)(C)OC(=O)N1CCC(N2CCC(O)CC2)CC1, O=C(Cl)c1ccccc1. Product: CC(C)(C)OC(=O)N1CCC(N2CCC(OC(=O)c3ccccc3)CC2)CC1. Reaction SMILES: [C:1]([CH3:2])([CH3:3])([CH3:4])[O:5][C:6](=[O:7])[N:8]1[CH2:9][CH2:10][CH:11]([N:14]2[CH2:15][CH2:16][CH:17]([OH:20])[CH2:18][CH2:19]2)[CH2:12][CH2:13]1.[C:21]([c:22]1[cH:23][cH:24][cH:25][cH:26][cH:27]1)(=[O:28])[Cl:29]>>[C:1]([CH3:2])([CH3:3])([CH3:4])[O:5][C:6](=[O:7])[N:8]1[CH2:9][CH2:10][CH:11]([N:14]2[CH2:15][CH2:16][CH:17]([O:20][C:21]([c:22]3[cH:23][cH:24][cH:25][cH:26][cH:27]3)=[O:28])[CH2:18][CH2:19]2)[CH2:12][CH2:13]1. Starting materials: C(C)(C)C1=C(N)C(=CC=C1)C(C)C (2,6-di-iso-propylaniline), C1CCC(C2=NC=3C(CCCC3C=C12)=O)=O (2,3,7,8-tetrahydro-1H,6H-acridine-4,5-dione). Yields the product C(C)(C)C1=C(C(=CC=C1)C(C)C)N=C1CCCC2=CC=3CCCC(C3N=C12)=NC1=C(C=CC=C1C(C)C)C(C)C (4,5-bis[2,6-di-iso-propylphenylimino]-1,2,3,4,5,6,7,8-octahydroacridine). RXN SMILES: [CH:1]([C:4]1[CH:10]=[CH:9][CH:8]=[C:7]([CH:11]([CH3:13])[CH3:12])[C:5]=1[NH2:6])([CH3:3])[CH3:2].[CH2:14]1[C:27]2[C:18](=[N:19][C:20]3[C:21](=O)[CH2:22][CH2:23][CH2:24][C:25]=3[CH:26]=2)[C:17](=O)[CH2:16][CH2:15]1>>[CH:11]([C:7]1[CH:8]=[CH:9][CH:10]=[C:4]([CH:1]([CH3:3])[CH3:2])[C:5]=1[N:6]=[C:17]1[C:18]2[C:27](=[CH:26][C:25]3[CH2:24][CH2:23][CH2:22][C:21](=[N:6][C:5]4[C:7]([CH:11]([CH3:12])[CH3:13])=[CH:8][CH:9]=[CH:10][C:4]=4[CH:1]([CH3:3])[CH3:2])[C:20]=3[N:19]=2)[CH2:14][CH2:15][CH2:16]1)([CH3:13])[CH3:12]. Procedure: was synthesized by methods similar to those in Examples 3 and 4:: 2,6-di-iso-propylaniline was condensed with 2,3,7,8-tetrahydro-1H,6H-acridine-4,5-dione to yield 4,5-bis[2,6-di-iso-propylphenylimino]-1,2,3,4,5,6,7,8-octahydroacridine (4). The complexation of (4) with FeCl2.4H2O was carried out with azeotropic removal of methanol in benzene. The structure of the final complex was proved by direct probe GC. Exact mass direct probe calculated for C37H47Cl2FeN3: 659.25. Found: 659.25. Starting materials: 31.5, NC1=C(C=C(C=C1)C(=O)C1=CC=CC=C1)[N+](=O)[O-] ((4-amino-3-nitrophenyl)phenylmethanone), C(C(C)O)O (1,2-propanediol), CC1=CC=C(C=C1)S(=O)(=O)O (4-methylbenzenesulfonic acid), [OH-].[NH4+] (ammonium hydroxide). Solvent: CC1=CC=CC=C1 (methylbenzene), C(CCC)O (butanol). Product: 13.8, CC1OC(OC1)(C1=CC=CC=C1)C1=CC(=C(C=C1)N)[N+](=O)[O-] (4-(4-methyl-2-phenyl-1,3-dioxolan-2-yl)-2-nitrobenzenamine). As a reaction SMILES: [NH2:1][C:2]1[CH:7]=[CH:6][C:5]([C:8]([C:10]2[CH:15]=[CH:14][CH:13]=[CH:12][CH:11]=2)=[O:9])=[CH:4][C:3]=1[N+:16]([O-:18])=[O:17].[CH2:19]([OH:23])[CH:20](O)[CH3:21].CC1C=CC(S(O)(=O)=O)=CC=1.[OH-].[NH4+]>CC1C=CC=CC=1.C(O)CCC>[CH3:21][CH:20]1[CH2:19][O:23][C:8]([C:5]2[CH:6]=[CH:7][C:2]([NH2:1])=[C:3]([N+:16]([O-:18])=[O:17])[CH:4]=2)([C:10]2[CH:15]=[CH:14][CH:13]=[CH:12][CH:11]=2)[O:9]1 |f:3.4|. Procedure details: A solution of 31.5 parts of (4-amino-3-nitrophenyl)phenylmethanone, 15.2 parts of 1,2-propanediol and 5 parts of 4-methylbenzenesulfonic acid in 40 parts of butanol and 450 parts of methylbenzene is stirred and refluxed for 17 hours. The reaction mixture is cooled and 90 parts of ammonium hydroxide are added (to remove the 4-methylbenzenesulfonic acid). The organic phase is separated, washed with water, dried, filtered and evaporated. The residue is crystallized from methylbenzene. The product i... Reactants: CC(C)OC(=O)/N=N/C(=O)OC(C)C (Diisopropylazodicarboxylate), N(=[N+]=[N-])C[C@@H]1CN(C(O1)=O)C1=CC(=C(C(=C1)F)C=1CCS(CC1)(=O)=O)F ((5S)-5-(Azidomethyl)-3-[4-(1,1-dioxo-3,6-dihydro-2H-thiopyran-4-yl)-3,5-difluorophenyl]-1,3-oxazolidin-2-one), C1(=CC=CC=C1)P(C1=CC=CC=C1)C1=CC=CC=C1 (triphenylphosphine), CC1=NN=NN1 (5-methyl-1H-tetrazole). Run in O1CCCC1 (tetrahydrofuran), CO (Methanol). Run at temperature 0 celsius, time 4 hour. The product is O=S1(CCC(=CC1)C1=C(C=C(C=C1F)N1C(O[C@H](C1)CN1N=C(N=N1)C)=O)F)=O ((5R)-3-[4-(1,1-Dioxo-3,6-dihydro-2H-thiopyran-4-yl)-3,5-difluorophenyl]-5-[(5-methyl-2H-tetrazol-2-yl)methyl]oxazolidin-2-one). Yield: 56.7%. RXN SMILES: [N:1]([CH2:4][C@H:5]1[O:9][C:8](=[O:10])[N:7]([C:11]2[CH:16]=[C:15]([F:17])[C:14]([C:18]3[CH2:19][CH2:20][S:21](=[O:25])(=[O:24])[CH2:22][CH:23]=3)=[C:13]([F:26])[CH:12]=2)[CH2:6]1)=[N+:2]=[N-:3].C1(P(C2C=CC=CC=2)C2C=CC=CC=2)C=CC=CC=1.[CH3:46][C:47]1NN=N[N:48]=1.CC(OC(/N=N/C(OC(C)C)=O)=O)C>O1CCCC1.CO>[O:25]=[S:21]1(=[O:24])[CH2:20][CH:19]=[C:18]([C:14]2[C:15]([F:17])=[CH:16][C:11]([N:7]3[CH2:6][C@H:5]([CH2:4][N:1]4[N:2]=[N:3][C:47]([CH3:46])=[N:48]4)[O:9][C:8]3=[O:10])=[CH:12][C:13]=2[F:26])[CH2:23][CH2:22]1. Reported procedure: (5R)-3-[4-(1,1-Dioxo-3,6-dihydro-2H-thiopyran-4-yl)-3,5-difluorophenyl]-5-(hydroxymethyl)-oxazolidin-2-one (WO 01/81350 A1) (0.50 g, 1.39 mmol), triphenylphosphine (0.55 g, 2.1 mmol), and 5-methyl-1H-tetrazole (0.18 g, 2.14 mmol) were dissolved in dry tetrahydrofuran (5 ml), and cooled on an ice-water bath. Diisopropylazodicarboxylate (0.41 ml, 2.58 mmol) was added dropwise and the mixture was stirred at 0° C. for 4 hours. Methanol (3 ml) was added, followed by evaporation of the solvent under r... Starting materials: O1CCCC1 (Tetrahydrofuran), aqueous solution, [OH-].[Na+] (sodium hydroxide), C(C)(=O)OCC(C)N1C(=C(C=C1C)C(C1=CC=CC=C1)=O)C (2-(3-benzoyl-2,5-dimethylpyrrol-1-yl)-2-methylethyl acetate). The solvent is CO (methanol). Conditions: time 3 hour. Product: C(C1=CC=CC=C1)(=O)C1=C(N(C(=C1)C)C(CO)C)C (2-(3-benzoyl-2,5-dimethylpyrrol-1-yl)-2-methylethanol). Isolated yield 74.0%. RXN SMILES: C([O:4][CH2:5][CH:6]([N:8]1[C:12]([CH3:13])=[CH:11][C:10]([C:14](=[O:21])[C:15]2[CH:20]=[CH:19][CH:18]=[CH:17][CH:16]=2)=[C:9]1[CH3:22])[CH3:7])(=O)C.O1CCCC1.[OH-].[Na+]>CO>[C:14]([C:10]1[CH:11]=[C:12]([CH3:13])[N:8]([CH:6]([CH3:7])[CH2:5][OH:4])[C:9]=1[CH3:22])(=[O:21])[C:15]1[CH:16]=[CH:17][CH:18]=[CH:19][CH:20]=1 |f:2.3|. Reported procedure: In 10 ml of methanol was dissolved 1.24 g (4.15 mmoles) of 2-(3-benzoyl-2,5-dimethylpyrrol-1-yl)-2-methylethyl acetate. Tetrahydrofuran (30 ml) and then 10 ml (10.0 mmoles) of an 1.0 N aqueous solution of sodium hydroxide was added. The mixture was stirred for 3 hours at room temperature. The solvent was distilled off under reduced pressure. The residue was extracted with 50 ml of ethyl acetate three times, and the resulting extracts were dried over anhydrous magnesium sulfate, and concentrated ... The product is C(CC)N(C(=O)COC(CCN)=O)CCC (3-Amino-propionic acid dipropylcarbamoylmethyl ester). Procedure: To a cooled stirred solution of 3-tert-butoxycarbonylamino-propionic acid dipropylcarbamoylmethyl ester (step 1) (36.5 g, 110 mmol) in dry dioxane under N2 was added dropwise 4N HCl in dioxane (18.12 ml, 597 mmol). The resulting mixture was allowed to warm to RT and stirred overnight. The solvent was removed in vacuo and the crude product was suspended in EtOAc (500 ml) and sonicated for 1 h. The resulting white precipitate was isolated by filtration and was dried under vacuum at 40° C. for 1 h ... Solvent: O1CCOCC1 (dioxane), O1CCOCC1 (dioxane). Conditions: time 8 hour. As a reaction SMILES: [CH2:1]([N:4]([CH2:21][CH2:22][CH3:23])[C:5]([CH2:7][O:8][C:9](=[O:20])[CH2:10][CH2:11][NH:12]C(OC(C)(C)C)=O)=[O:6])[CH2:2][CH3:3].Cl>O1CCOCC1>[CH2:21]([N:4]([CH2:1][CH2:2][CH3:3])[C:5]([CH2:7][O:8][C:9](=[O:20])[CH2:10][CH2:11][NH2:12])=[O:6])[CH2:22][CH3:23]. Reactants: C(CC)N(C(=O)COC(CCNC(=O)OC(C)(C)C)=O)CCC (3-tert-butoxycarbonylamino-propionic acid dipropylcarbamoylmethyl ester), Cl (HCl).